From a dataset of the Open Reaction Database (ORD), a public repository of structured organic reaction records. describe an organic reaction: reactants, conditions, products, and yield The reactants are CC1=CC=C(C(=N1)N)N (6-methylpyridine-2,3-diamine), FC1=CC=C(C=C1)C(C(=O)C1=CC=C(C=C1)F)=O (1,2-bis(4-fluorophenyl)ethane-1,2-dione). The product is FC1=CC=C(C=C1)C=1N=C2C(=NC1C1=CC=C(C=C1)F)NC(CC2)C (2,3-Bis(4-fluorophenyl)-6-methyl-5,6,7,8-tetrahydropyrido[2,3-b]pyrazine). Reaction SMILES: [CH3:1][C:2]1[N:7]=[C:6]([NH2:8])[C:5]([NH2:9])=[CH:4][CH:3]=1.[F:10][C:11]1[CH:16]=[CH:15][C:14]([C:17](=O)[C:18]([C:20]2[CH:25]=[CH:24][C:23]([F:26])=[CH:22][CH:21]=2)=O)=[CH:13][CH:12]=1>>[F:10][C:11]1[CH:12]=[CH:13][C:14]([C:17]2[N:9]=[C:5]3[CH2:4][CH2:3][CH:2]([CH3:1])[NH:7][C:6]3=[N:8][C:18]=2[C:20]2[CH:21]=[CH:22][C:23]([F:26])=[CH:24][CH:25]=2)=[CH:15][CH:16]=1. Procedure: The title compound was prepared from 6-methylpyridine-2,3-diamine and 1,2-bis(4-fluorophenyl)ethane-1,2-dione analogously to Intermediate E; Run at time 1 hour. Procedure: To a solution of 6.2 g. of p-fluorophenylacetic acid in 60 ml. of dry tetrahydrofuran is added 6.8 g. of N,N'-carbonyl diimidazole. The resultant mixture is allowed to stand 1 hour, at which time the evolution of carbon dioxide has ceased. To this solution is added 6.4 g. of 1-phenyl-3-azabicyclo[3.1.0]hexane and the reaction solution is allowed to stand 1/2 hour and then warmed on a steam bath for 1/2 hour. After removal of the solvent, the residue is poured into ice-water and the mixture is ex... Run in O1CCCC1 (tetrahydrofuran). The reactants are FC1=CC=C(C=C1)CC(=O)O (p-fluorophenylacetic acid), C(=O)=O (carbon dioxide), C1(=CC=CC=C1)C12CNCC2C1 (1-phenyl-3-azabicyclo[3.1.0]hexane), N,N'-carbonyl diimidazole, resultant mixture. The product is FC1=CC=C(C=C1)CC(=O)N1CC2(CC2C1)C1=CC=CC=C1 (3-(p-Fluorophenylacetyl)-1-phenyl-3-azabicyclo[3.1.0]hexane). RXN SMILES: [F:1][C:2]1[CH:7]=[CH:6][C:5]([CH2:8][C:9]([OH:11])=O)=[CH:4][CH:3]=1.C(=O)=O.[C:15]1([C:21]23[CH2:26][CH:25]2[CH2:24][NH:23][CH2:22]3)[CH:20]=[CH:19][CH:18]=[CH:17][CH:16]=1>O1CCCC1>[F:1][C:2]1[CH:3]=[CH:4][C:5]([CH2:8][C:9]([N:23]2[CH2:24][CH:25]3[C:21]([C:15]4[CH:16]=[CH:17][CH:18]=[CH:19][CH:20]=4)([CH2:26]3)[CH2:22]2)=[O:11])=[CH:6][CH:7]=1.